Dataset: the Open Reaction Database (ORD), a public repository of structured organic reaction records. Task: describe an organic reaction: reactants, conditions, products, and yield Reactants: O=C1CCC(=O)N1Br, O=C1OCc2cc(Br)ccc21, ClC(Cl)(Cl)Cl, COc1cccc2c1COC2=O. As a reaction SMILES: [Br:13][N:14]1[C:15](=[O:16])[CH2:17][CH2:18][C:19]1=[O:20].[Br:21][c:22]1[cH:23][c:24]2[c:25]([cH:26][cH:27]1)[C:28](=[O:29])[O:30][CH2:31]2.[C:32]([Cl:33])([Cl:34])([Cl:35])[Cl:36].[CH3:1][O:2][c:3]1[c:4]2[c:8]([cH:9][cH:10][cH:11]1)[C:7](=[O:12])[O:6][CH2:5]2>>[CH3:1][O:2][c:3]1[c:4]2[c:8]([cH:9][cH:10][cH:11]1)[C:7](=[O:12])[O:6][CH:5]2[Br:13]. The product is COc1cccc2c1C(Br)OC2=O. Starting materials: BrCCOc1ccccc1, CC(C)(C)OC(=O)N1C2CCC1C(OCc1ccc3ccccc3c1)C(c1ccc(CO)cc1)C2. The product is CC(C)(C)OC(=O)N1C2CCC1C(OCc1ccc3ccccc3c1)C(c1ccc(COCCOc3ccccc3)cc1)C2. As a reaction SMILES: [O:36]([c:37]1[cH:38][cH:39][cH:40][cH:41][cH:42]1)[CH2:43][CH2:44][Br:45].[OH:1][CH2:2][c:3]1[cH:4][cH:5][c:6]([CH:9]2[CH:10]([O:24][CH2:25][c:26]3[cH:27][c:28]4[cH:29][cH:30][cH:31][cH:32][c:33]4[cH:34][cH:35]3)[CH:11]3[CH2:12][CH2:13][CH:14]([CH2:15]2)[N:16]3[C:17](=[O:18])[O:19][C:20]([CH3:21])([CH3:22])[CH3:23])[cH:7][cH:8]1>>[O:1]([CH2:2][c:3]1[cH:4][cH:5][c:6]([CH:9]2[CH:10]([O:24][CH2:25][c:26]3[cH:27][c:28]4[cH:29][cH:30][cH:31][cH:32][c:33]4[cH:34][cH:35]3)[CH:11]3[CH2:12][CH2:13][CH:14]([CH2:15]2)[N:16]3[C:17](=[O:18])[O:19][C:20]([CH3:21])([CH3:22])[CH3:23])[cH:7][cH:8]1)[CH2:44][CH2:43][O:36][c:37]1[cH:38][cH:39][cH:40][cH:41][cH:42]1. Starting materials: Cl.O.N1CCC(CC1)=O (4-piperidone hydrate hydrochloride), CS(=O)(=O)Cl (CH3SO2Cl), [OH-].[Na+] (NaOH). The solvent is C1CCOC1 (THF). Reaction conditions: temperature 29 celsius, time 2 hour. Product: CS(=O)(=O)N1CCC(CC1)=O (1-Methylsulfonyl-4-piperidone). Yield: 99.8%. Reaction SMILES: Cl.O.[NH:3]1[CH2:8][CH2:7][C:6](=[O:9])[CH2:5][CH2:4]1.[CH3:10][S:11](Cl)(=[O:13])=[O:12].[OH-].[Na+]>C1COCC1>[CH3:10][S:11]([N:3]1[CH2:8][CH2:7][C:6](=[O:9])[CH2:5][CH2:4]1)(=[O:13])=[O:12] |f:0.1.2,4.5|. Procedure details: To a stirred solution of 4-piperidone hydrate hydrochloride (40.00 g, 0.260 mol) and THF (320 ml) was added CH3SO2Cl (31.0 ml, 0.402 mol) and 15% aq. NaOH (156 ml) such that the temperature of the reaction mixture was maintained at 26-32° C. After this addition, the reaction mixture was stirred at RT for 2 hours and transferred to a separatory funnel. The organic layer was collected and the aqueous layer was extracted with THF (2×250 ml). The combined organic layers were dried over Na2SO4. After... The reactants are N[C@@H](C(C)C)C(=O)O (valine), C(C1=C(C=CC=C1)SSC1=C(C(=O)Cl)C=CC=C1)(=O)Cl (2,2'-dithiobisbenzoyl chloride). The product is C(=O)(O)C(C(C)C)NC(=O)C1=C(C=CC=C1)SSC1=C(C(=O)NC(C(=O)O)C(C)C)C=CC=C1 (2-[2-[2-(1-Carboxy-2-methylpropylcarbamoyl) phenyldisulfanyl]benzoylamino]-3-methylbutanoic acid). RXN SMILES: [NH2:1][C@H:2]([C:6]([OH:8])=[O:7])[CH:3]([CH3:5])[CH3:4].[C:9](Cl)(=[O:27])[C:10]1[CH:15]=[CH:14][CH:13]=[CH:12][C:11]=1[S:16][S:17][C:18]1[CH:26]=[CH:25][CH:24]=[CH:23][C:19]=1[C:20](Cl)=[O:21]>>[C:6]([CH:2]([NH:1][C:9]([C:10]1[CH:15]=[CH:14][CH:13]=[CH:12][C:11]=1[S:16][S:17][C:18]1[CH:26]=[CH:25][CH:24]=[CH:23][C:19]=1[C:20]([NH:1][CH:2]([CH:3]([CH3:5])[CH3:4])[C:6]([OH:8])=[O:7])=[O:21])=[O:27])[CH:3]([CH3:5])[CH3:4])([OH:8])=[O:7]. Reported procedure: Using the method employed in Preparation 30, 17.8 g (0.15 mol) of D,L valine was reacted with 17.2 g (0.05 mol) of 2,2'-dithiobisbenzoyl chloride to produce 11.4 g of the title compound after recrystallization from acetic acid, mp 226.5°-227.5° C. The reactants are O,O'-dibenzoyl-D-tartaric anhydride, C(C1=CC=CC=C1)(=O)OC([C@@H](O)[C@H](O)C(=O)OC(C1=CC=CC=C1)=O)=O (O,O'-dibenzoyl-D-tartaric acid), O (water). Run in C1(=CC=CC=C1)C (toluene). Conditions: temperature 50 celsius, time 1 hour. The product is O.C(C1=CC=CC=C1)(=O)OC([C@@H](O)[C@H](O)C(=O)OC(C1=CC=CC=C1)=O)=O (O,O'-dibenzoyl-D-tartaric acid hydrate). Isolated yield 92.8%. Reaction SMILES: O.[C:2]([O:10][C:11](=[O:27])[C@H:12]([C@@H:14]([C:16]([O:18][C:19](=[O:26])[C:20]1[CH:25]=[CH:24][CH:23]=[CH:22][CH:21]=1)=[O:17])[OH:15])[OH:13])(=[O:9])[C:3]1[CH:8]=[CH:7][CH:6]=[CH:5][CH:4]=1>C1(C)C=CC=CC=1>[OH2:9].[C:19]([O:18][C:16](=[O:17])[C@H:14]([C@@H:12]([C:11]([O:10][C:2](=[O:9])[C:3]1[CH:4]=[CH:5][CH:6]=[CH:7][CH:8]=1)=[O:27])[OH:13])[OH:15])(=[O:26])[C:20]1[CH:21]=[CH:22][CH:23]=[CH:24][CH:25]=1 |f:3.4|. Reported procedure: To the reaction vessel employed in Example 30, 50 g of O,O'-dibenzoyl-D-tartaric anhydride and 150 g of water were supplied and the mixture was stirred at 90°-95° C. for 1 hour to carry out hydrolysis. After cooling the reaction mixture to 50° C., 5 g of toluene and 0.1 g of seed crystal of O,O'-dibenzoyl-D-tartaric acid were added and the mixture was slowly cooled. Since oily product began to crystalize at 48° C., the mixture was stirred for 1 hour at this temperature. After completion of cryst... Reactants: ClC1=C(C(=CC=C1)Cl)N1C=C(C=CC1=O)C(=O)Cl (1-(2,6-dichlorophenyl)-6-oxo-1,6-dihydropyridine-3-carbonylchloride), BrCCBr (1,2-dibromoethane), ClC1=C(CBr)C=CC(=C1)F (2-chloro-4-fluorobenzyl bromide), Cl (hydrochloric acid). Reagents/catalysts: [Pd].C1(=CC=CC=C1)P(C1=CC=CC=C1)C1=CC=CC=C1.C1(=CC=CC=C1)P(C1=CC=CC=C1)C1=CC=CC=C1.C1(=CC=CC=C1)P(C1=CC=CC=C1)C1=CC=CC=C1.C1(=CC=CC=C1)P(C1=CC=CC=C1)C1=CC=CC=C1 (tetrakis(triphenylphosphine)-palladium), [Zn] (zinc). The solvent is COCCOC (ethylene glycol dimethyl ether), C(C)(=O)OCC (ethyl acetate). Reaction conditions: temperature 75 celsius, time 1 hour. The product is ClC1=C(C=CC(=C1)F)CC(=O)C=1C=CC(N(C1)C1=C(C=CC=C1Cl)Cl)=O (5-[(2-chloro-4-fluorophenyl)acetyl]-1-(2,6-dichlorophenyl)pyridin-2(1H)-one). As a reaction SMILES: BrCCBr.[Cl:5][C:6]1[CH:13]=[C:12]([F:14])[CH:11]=[CH:10][C:7]=1[CH2:8]Br.[Cl:15][C:16]1[CH:21]=[CH:20][CH:19]=[C:18]([Cl:22])[C:17]=1[N:23]1[C:28](=[O:29])[CH:27]=[CH:26][C:25]([C:30](Cl)=[O:31])=[CH:24]1.Cl>[Zn].[Pd].C1(P(C2C=CC=CC=2)C2C=CC=CC=2)C=CC=CC=1.C1(P(C2C=CC=CC=2)C2C=CC=CC=2)C=CC=CC=1.C1(P(C2C=CC=CC=2)C2C=CC=CC=2)C=CC=CC=1.C1(P(C2C=CC=CC=2)C2C=CC=CC=2)C=CC=CC=1.C(OCC)(=O)C.COCCOC>[Cl:5][C:6]1[CH:13]=[C:12]([F:14])[CH:11]=[CH:10][C:7]=1[CH2:8][C:30]([C:25]1[CH:26]=[CH:27][C:28](=[O:29])[N:23]([C:17]2[C:18]([Cl:22])=[CH:19][CH:20]=[CH:21][C:16]=2[Cl:15])[CH:24]=1)=[O:31] |f:5.6.7.8.9|. Reported procedure: To a mixture of zinc powder (208 mg) and ethylene glycol dimethyl ether (10 mL) were added 1,2-dibromoethane (20 mg) and 2-chloro-4-fluorobenzyl bromide (473 mg) and the mixture was stirred at 75° C. for 1 hour. The compound prepared in Example 5 and tetrakis(triphenylphosphine)-palladium (123 mg) were added hereto and the reaction mixture was stirred at same temperature for 15 minutes. The reaction mixture was added by hydrochloric acid (1 mol/L) and ethyl acetate, then the water layer was extr... Starting materials: N#Cc1ccccc1Br, CC(C)(C)P(C(C)(C)C)C(C)(C)C, C1CCOC1, C1COCCO1, [F-], OB(O)c1ccccc1F, [K+], O=C(C=Cc1ccccc1)C=Cc1ccccc1, O=C(C=Cc1ccccc1)C=Cc1ccccc1, O=C(C=Cc1ccccc1)C=Cc1ccccc1, [Pd], [Pd]. The product is N#Cc1ccccc1-c1ccccc1F. RXN SMILES: [Br:1][c:2]1[c:3]([C:4]#[N:5])[cH:6][cH:7][cH:8][cH:9]1.[C:22]([P:23]([C:24]([CH3:25])([CH3:26])[CH3:27])[C:28]([CH3:29])([CH3:30])[CH3:31])([CH3:32])([CH3:33])[CH3:34].[CH2:35]1[O:36][CH2:37][CH2:38][CH2:39]1.[CH2:40]1[O:41][CH2:42][CH2:43][O:44][CH2:45]1.[F-:20].[F:10][c:11]1[c:12]([B:17]([OH:18])[OH:19])[cH:13][cH:14][cH:15][cH:16]1.[K+:21].[O:48]=[C:49]([CH:50]=[CH:51][c:52]1[cH:53][cH:54][cH:55][cH:56][cH:57]1)[CH:58]=[CH:59][c:60]1[cH:61][cH:62][cH:63][cH:64][cH:65]1.[O:66]=[C:67]([CH:68]=[CH:69][c:70]1[cH:71][cH:72][cH:73][cH:74][cH:75]1)[CH:76]=[CH:77][c:78]1[cH:79][cH:80][cH:81][cH:82][cH:83]1.[O:84]=[C:85]([CH:86]=[CH:87][c:88]1[cH:89][cH:90][cH:91][cH:92][cH:93]1)[CH:94]=[CH:95][c:96]1[cH:97][cH:98][cH:99][cH:100][cH:101]1.[Pd:46].[Pd:47]>>[c:2]1(-[c:12]2[c:11]([F:10])[cH:16][cH:15][cH:14][cH:13]2)[c:3]([C:4]#[N:5])[cH:6][cH:7][cH:8][cH:9]1. The reactants are CC(C)S[C@H]1[C@@H]([C@H]([C@H]([C@H](O1)CO)O)O)O (IPTG), CC1([C@@H](N2[C@H](S1)[C@@H](C2=O)NC(=O)[C@@H](C=3C=CC=CC3)N)C(=O)O)C (ampicillin), CC1=C(C=CC=C1)C(C(=O)NC)=O (2-(2-methyl-phenyl)-N-methyl-2-oxo-acetamide), C1=CC(=C[N+](=C1)[C@H]2[C@@H]([C@@H]([C@H](O2)COP(=O)(O)OP(=O)(O)OC[C@@H]3[C@H]([C@H]([C@@H](O3)N4C=NC5=C4N=CN=C5N)OP(=O)(O)O)O)O)O)C(=O)N (NADP+), O=C[C@H](O)[C@@H](O)[C@H](O)[C@H](O)CO (glucose), P(=O)([O-])([O-])[O-] (phosphate). Run in C(C)(=O)OCC (ethyl acetate). Yields the product CC1=C(C=CC=C1)C(C(=O)NC)O (2-(2-methyl-phenyl)-N-methyl-2-hydroxy-acetamide). Yield: 74.2%. RXN SMILES: CC(S[C@@H]1O[C@H](CO)[C@H](O)[C@H](O)[C@H]1O)C.CC1(C)S[C@@H]2[C@H](NC([C@H](N)C3C=CC=CC=3)=O)C(=O)N2[C@H]1C(O)=O.[CH3:40][C:41]1[CH:46]=[CH:45][CH:44]=[CH:43][C:42]=1[C:47](=[O:52])[C:48]([NH:50][CH3:51])=[O:49].C1C=[N+]([C@@H]2O[C@H](COP(OP(OC[C@H]3O[C@@H](N4C5N=CN=C(N)C=5N=C4)[C@H](OP(O)(O)=O)[C@@H]3O)(O)=O)(O)=O)[C@@H](O)[C@H]2O)C=C(C(N)=O)C=1.O=C[C@@H]([C@H]([C@@H]([C@@H](CO)O)O)O)O.P([O-])([O-])([O-])=O>C(OCC)(=O)C>[CH3:40][C:41]1[CH:46]=[CH:45][CH:44]=[CH:43][C:42]=1[CH:47]([OH:52])[C:48]([NH:50][CH3:51])=[O:49]. Reported procedure: Using the plasmid pTrcGSRs, E. coli HB101 was transformed. The resulting transformant was inoculated in a sterilized LB medium (100 ml) containing 0.1 mM of IPTG and 50 μg/ml of ampicillin, and was shaking-cultured (37° C., 15 hours). The resulting culture was centrifuged to obtain 0.5 g of wet bacterial cells. To a reaction tube were added 30 mg of 2-(2-methyl-phenyl)-N-methyl-2-oxo-acetamide, 0.5 g of the wet bacterial cells, 30 mg of NADP+, 45 mg of glucose, and 5 ml of a 100 mM phosphate buf... Reaction SMILES: [CH2:21]([Cl:22])[Cl:23].[Na+:19].[Na+:20].[P:14](=[O:15])([O-:16])([O-:17])[OH:18].[c:1]1([CH:11]=[CH:12][CH3:13])[cH:2][cH:3][cH:4][c:5]2[cH:6][cH:7][cH:8][cH:9][c:10]12>>[c:1]1([CH:11]2[CH:12]([CH3:13])[O:15]2)[cH:2][cH:3][cH:4][c:5]2[cH:6][cH:7][cH:8][cH:9][c:10]12. Product: CC1OC1c1cccc2ccccc12. Reactants: ClCCl, [Na+], [Na+], O=P([O-])([O-])O, CC=Cc1cccc2ccccc12.